From a dataset of the Open Reaction Database (ORD), a public repository of structured organic reaction records. describe an organic reaction: reactants, conditions, products, and yield Isolated yield 57.7%. Solvent: ClCCCl (DCE). Reported procedure: A 10 mL round-bottomed flask was charged with a solution of 3-oxoazetidine-1-carboxylic acid tert-butyl ester (0.14 g, 0.82 mmol), 3-fluoroazetidine hydrochloride (0.1 g, 0.9 mmol) in DCE (3 mL), trimethoxymethane (0.88 mL, 8.5 mmol) and acetic acid (0.046 mL, 0.81 mmol). The reaction mixture was stirred for 3 h at room temperature. Sodium triacetoxyborohydride (0.26 g, 1.22 mmol) was added and the reaction mixture was stirred for 18 h at room temperature. The reaction mixture was partitioned be... Product: C(C)(C)(C)OC(=O)N1CC(C1)N1CC(C1)F (3-Fluoro-[1,3]biazetidinyl-1′-carboxylic acid tert-butyl ester). Starting materials: C(C)(C)(C)OC(=O)N1CC(C1)=O (3-oxoazetidine-1-carboxylic acid tert-butyl ester), Cl.FC1CNC1 (3-fluoroazetidine hydrochloride), COC(OC)OC (trimethoxymethane), C(C)(=O)O (acetic acid), C(C)(=O)O[BH-](OC(C)=O)OC(C)=O.[Na+] (Sodium triacetoxyborohydride). Run at time 3 hour. As a reaction SMILES: [C:1]([O:5][C:6]([N:8]1[CH2:11][C:10](=O)[CH2:9]1)=[O:7])([CH3:4])([CH3:3])[CH3:2].Cl.[F:14][CH:15]1[CH2:18][NH:17][CH2:16]1.COC(OC)OC.C(O)(=O)C.C(O[BH-](OC(=O)C)OC(=O)C)(=O)C.[Na+]>ClCCCl>[C:1]([O:5][C:6]([N:8]1[CH2:11][CH:10]([N:17]2[CH2:18][CH:15]([F:14])[CH2:16]2)[CH2:9]1)=[O:7])([CH3:4])([CH3:3])[CH3:2] |f:1.2,5.6|. The solvent is CO (methanol), O1CCCC1 (tetrahydrofuran), C1(=CC=CC=C1)C (toluene). Yields the product NC(C#N)CC1=CC=CC=C1 (2-amino-3-phenyl-propionitrile). RXN SMILES: [CH2:1]([C:8]#[N:9])[C:2]1[CH:7]=[CH:6][CH:5]=[CH:4][CH:3]=1.[H-].C([Al+]CC(C)C)C(C)C.[CH:20]#[N:21].S([O-])([O-])(=O)=O.[Na+].[Na+]>C1(C)C=CC=CC=1.O1CCCC1.CO>[NH2:9][CH:8]([CH2:1][C:2]1[CH:7]=[CH:6][CH:5]=[CH:4][CH:3]=1)[C:20]#[N:21] |f:1.2,4.5.6|. Procedure: 1 millimole (0.117 g ) of benzyl cyanide is dissolved in 1 ml of anhydrous toluene at 0° C., under an argon atmosphere. 1.5 millimoles of a toluenic solution 1.5M of diisobutylaluminum hydride (1 m) are added dropwise at this temperature. The reaction mixture is maintained at 0° C. for 1 hour, then a solution of hydrocyanic acid (in excess) in tetrahydrofuran is added to this mixture, which is then maintained at room temperature for 3 hours, then hydrolyzed with 4 ml of methanol and pasty sodium... Conditions: temperature 0 celsius. Starting materials: C#N (hydrocyanic acid), C(C1=CC=CC=C1)C#N (benzyl cyanide), toluenic solution, [H-].C(C(C)C)[Al+]CC(C)C (diisobutylaluminum hydride), S(=O)(=O)([O-])[O-].[Na+].[Na+] (sodium sulfate). Yield: 70.0%.